This data is from the Open Reaction Database (ORD), a public repository of structured organic reaction records. The task is: describe an organic reaction: reactants, conditions, products, and yield Reactants: BrC1=CC=CC=C1 (bromobenzene), [Li]CCCC (BuLi), NC1=NC=CC=N1 (2-aminopyrimidine). Run in C1CCOC1 (THF), C1(=CC=CC=C1)C (toluene). Conditions: temperature -78 celsius, time 2 hour. Yields the product C1(=CC=CC=C1)C1=NC(=NC=C1)N (4-Phenyl-pyrimidin-2-ylamine). Isolated yield 9.7%. Reaction SMILES: Br[C:2]1[CH:7]=[CH:6][CH:5]=[CH:4][CH:3]=1.[Li]CCCC.[NH2:13][C:14]1[N:19]=[CH:18][CH:17]=[CH:16][N:15]=1>C1COCC1.C1(C)C=CC=CC=1>[C:2]1([C:16]2[CH:17]=[CH:18][N:19]=[C:14]([NH2:13])[N:15]=2)[CH:7]=[CH:6][CH:5]=[CH:4][CH:3]=1. Reported procedure: To a solution of bromobenzene (4.43 mL, 42.06 mmol) in dry THF (100 mL) at −78° C. was added BuLi (394 mL, 63.08 mmol) and the mixture left to stir at −78° C. for 2 h. To this was added 2-aminopyrimidine (2.0 g, 21.03 mmol) in hot toluene (80 mL) over a 15 minutes period. The mixture was refluxed for 16 h and allowed to cool to room temperature and carefully quenched with aqueous NaHCO3. The mixture was filtered and the filtrate concentrated under vacuum. The residue was then dissolved in DCM an... The reactants are O=C([O-])O, C1CCNCC1, CN(C)C=O, Fc1ccc2c(CCCCl)noc2c1, [I-], [K+], [Na+]. The product is Fc1ccc2c(CCCN3CCCCC3)noc2c1, Cl. RXN SMILES: [C:21](=[O:22])([OH:23])[O-:24].[CH2:15]1[CH2:16][CH2:17][NH:18][CH2:19][CH2:20]1.[CH3:28][N:29]([CH3:30])[CH:31]=[O:32].[Cl:1][CH2:2][CH2:3][CH2:4][c:5]1[n:6][o:7][c:8]2[c:9]1[cH:10][cH:11][c:12]([F:14])[cH:13]2.[I-:27].[K+:26].[Na+:25]>>[CH2:2]([CH2:3][CH2:4][c:5]1[n:6][o:7][c:8]2[c:9]1[cH:10][cH:11][c:12]([F:14])[cH:13]2)[N:18]1[CH2:17][CH2:16][CH2:15][CH2:20][CH2:19]1.[ClH:1]. Reactants: C1C(=NC=CC2=C1C=CC=C2)N (1H-3-benzazepin-2-amine), COC(CN)OC (2,2-dimethoxyethanamine). Run in CO (methanol). Run at time 16 hour. Yields the product COC(CNC1=NC=CC2=C(C1)C=CC=C2)OC (N-(2,2-dimethoxyethyl)-1H-3-benzazepin-2-amine). The yield is 99.6%. Reaction SMILES: [CH2:1]1[C:7]2[CH:8]=[CH:9][CH:10]=[CH:11][C:6]=2[CH:5]=[CH:4][N:3]=[C:2]1[NH2:12].[CH3:13][O:14][CH:15]([O:18][CH3:19])[CH2:16]N>CO>[CH3:13][O:14][CH:15]([O:18][CH3:19])[CH2:16][NH:12][C:2]1[CH2:1][C:7]2[CH:8]=[CH:9][CH:10]=[CH:11][C:6]=2[CH:5]=[CH:4][N:3]=1. Procedure: A mixture of 3.16 g of 1H-3-benzazepin-2-amine, 4.17 g of 2,2-dimethoxyethanamine and 50 ml of methanol was stirred for 16 hours at reflux temperature. The reaction mixture was evaporated and the residue was purified by column chromatography (silica gel; CH2Cl2 /CH3OH 95:5). The eluent of the desired fraction was evaporated and the residue was stirred in hexane. The precipitate was filtered off, yielding 4.9 g (100% ) of N-(2,2-dimethoxyethyl)-1H-3-benzazepin-2-amine (interm. 28). The reactants are C(C)C1=CC=C(C=C1)C(=O)N=C=S (4-ethyl-1-benzenecarbonyl isothiocyanate), C(C)C1=CC=C(C=C1)C(=O)Cl (4-ethyl-1-benzenecarbonyl chloride), COC=1C=C2C(=CC=NC2=CC1OC)OC1=C(C=C(N)C=C1)F (4-[(6,7-Dimethoxy-4-quinolyl)oxy]-3-fluoroaniline). Solvent: C(C)O (ethanol), C(C)O (ethanol), C1(=CC=CC=C1)C (toluene). Reaction conditions: time 2 hour. Product: C(C)C1=CC=C(C=C1)C(=O)N=C=S (4-Ethyl-1-benzenecarbonyl isothiocyanate), COC=1C=C2C(=CC=NC2=CC1OC)OC1=C(C=C(C=C1)NC(=S)NC(C1=CC=C(C=C1)CC)=O)F (N-{4-[(6,7-Dimethoxy-4-quinolyl)oxy]-3-fluorophenyl}-N′-(4-ethylbenzoyl)thiourea). Isolated yield 84.0%. Reaction SMILES: C(C1C=CC(C(Cl)=O)=CC=1)C.[CH3:12][O:13][C:14]1[CH:15]=[C:16]2[C:21](=[CH:22][C:23]=1[O:24][CH3:25])[N:20]=[CH:19][CH:18]=[C:17]2[O:26][C:27]1[CH:33]=[CH:32][C:30]([NH2:31])=[CH:29][C:28]=1[F:34].[CH2:35]([C:37]1[CH:42]=[CH:41][C:40]([C:43]([N:45]=[C:46]=[S:47])=[O:44])=[CH:39][CH:38]=1)[CH3:36]>C1(C)C=CC=CC=1.C(O)C>[CH2:35]([C:37]1[CH:38]=[CH:39][C:40]([C:43]([N:45]=[C:46]=[S:47])=[O:44])=[CH:41][CH:42]=1)[CH3:36].[CH3:12][O:13][C:14]1[CH:15]=[C:16]2[C:21](=[CH:22][C:23]=1[O:24][CH3:25])[N:20]=[CH:19][CH:18]=[C:17]2[O:26][C:27]1[CH:33]=[CH:32][C:30]([NH:31][C:46]([NH:45][C:43](=[O:44])[C:40]2[CH:41]=[CH:42][C:37]([CH2:35][CH3:36])=[CH:38][CH:39]=2)=[S:47])=[CH:29][C:28]=1[F:34]. Reported procedure: 4-Ethyl-1-benzenecarbonyl isothiocyanate was prepared using commercially available 4-ethyl-1-benzenecarbonyl chloride (80 mg) as a starting compound according to the description of the literature. 4-[(6,7-Dimethoxy-4-quinolyl)oxy]-3-fluoroaniline (50 mg) was dissolved in toluene (5 ml) and ethanol (1 ml) to prepare a solution. A solution of 4-ethyl-1-benzenecarbonyl isothiocyanate in ethanol (1 ml) was then added to the solution, and the mixture was stirred at room temperature for 2 hr. The reac... The reactants are COC=1C=C2C(NC=NC2=CC1OCCCCl)=O (6-methoxy-7-(3-chloropropoxy)quinazolin-4-one), N1CCCCC1 (piperidine), [OH-].[Na+] (sodium hydroxide). Run at temperature 50 celsius, time 5 hour. Yields the product COC=1C=C2C(NC=NC2=CC1OCCCN1CCCCC1)=O (6-methoxy-7-(3-piperidinopropoxy)-quinazolin-4-one). The yield is 84.6%. Reaction SMILES: [CH3:1][O:2][C:3]1[CH:4]=[C:5]2[C:10](=[CH:11][C:12]=1[O:13][CH2:14][CH2:15][CH2:16]Cl)[N:9]=[CH:8][NH:7][C:6]2=[O:18].[NH:19]1[CH2:24][CH2:23][CH2:22][CH2:21][CH2:20]1.[OH-].[Na+]>>[CH3:1][O:2][C:3]1[CH:4]=[C:5]2[C:10](=[CH:11][C:12]=1[O:13][CH2:14][CH2:15][CH2:16][N:19]1[CH2:24][CH2:23][CH2:22][CH2:21][CH2:20]1)[N:9]=[CH:8][NH:7][C:6]2=[O:18] |f:2.3|. Reported procedure: In a 5 mL volume glass vessel equipped with a stirrer and a thermometer were placed 0.5 g (1.9 mmol) of 6-methoxy-7-(3-chloropropoxy)quinazolin-4-one prepared by procedures similar to those of Reference Example V-1, 0.81 g (9.5 mmol) of piperidine, and 4.8 mL (19 mmol) of aqueous sodium hydroxide solution (4.0 mol/L). The resulting mixture was stirred at 50° C. for 5 hours. After the reaction was complete, the reaction mixture was analyzed by high performance liquid chromatography (absolute quan... The reactants are FC1=C(C(C(=O)O)=C(C=C1F)F)C(=O)O (3,4,6-trifluorophthalic acid), CS(=O)C (dimethyl sulfoxide). Solvent: O (water). Reaction conditions: time 27.5 hour. Product: FC1=C(C(=O)O)C=C(C(=C1)F)F (2,4,5-trifluorobenzoic acid). Reaction SMILES: [F:1][C:2]1[C:10]([F:11])=[CH:9][C:8]([F:12])=[C:4]([C:5]([OH:7])=[O:6])[C:3]=1C(O)=O.CS(C)=O>O>[F:12][C:8]1[CH:9]=[C:10]([F:11])[C:2]([F:1])=[CH:3][C:4]=1[C:5]([OH:7])=[O:6]. Procedure details: A 250 mL single-neck flask equipped with a condenser and a magnetic stirrer was charged with 30.00 g of 3,4,6-trifluorophthalic acid, and 200 mL of dimethyl sulfoxide. The reaction mixture was then heated with stirring for 27.5 hr. at a bath temperature of 149° C. The flask was then allowed to cool to room temperature and the contents were poured into 500 mL of water, and extracted with 4×200 mL of ethyl acetate. The combined organic extracts were washed with water (2×200 mL), dried over magnesi... Reactants: OC1=C(C(=NN1C1=CC(=CC=C1)C(F)(F)F)C)C(C)=O (1-(5-hydroxy-3-methyl-1-(3-trifluoromethylphenyl)-1H-pyrazol-4-yl)-ethanone), COC(=O)C1=CC=C(C(=O)NN)C=C1 (4-methoxycarbonylbenzhydrazide). Product: CC1=NN(C(C1=C(C)NNC(C1=CC=C(C=C1)C(=O)OC)=O)=O)C1=CC(=CC=C1)C(F)(F)F (4-methoxycarbonylbenzoic N′-(1-(3-methyl-5-oxo-1-(3-trifluoromethylphenyl)-1,5-dihydropyrazol-4-ylidene)-ethyl)-hydrazide). As a reaction SMILES: [OH:1][C:2]1[N:6]([C:7]2[CH:12]=[CH:11][CH:10]=[C:9]([C:13]([F:16])([F:15])[F:14])[CH:8]=2)[N:5]=[C:4]([CH3:17])[C:3]=1[C:18](=O)[CH3:19].[CH3:21][O:22][C:23]([C:25]1[CH:34]=[CH:33][C:28]([C:29]([NH:31][NH2:32])=[O:30])=[CH:27][CH:26]=1)=[O:24]>>[CH3:17][C:4]1[C:3](=[C:18]([NH:32][NH:31][C:29](=[O:30])[C:28]2[CH:27]=[CH:26][C:25]([C:23]([O:22][CH3:21])=[O:24])=[CH:34][CH:33]=2)[CH3:19])[C:2](=[O:1])[N:6]([C:7]2[CH:12]=[CH:11][CH:10]=[C:9]([C:13]([F:16])([F:15])[F:14])[CH:8]=2)[N:5]=1. Procedure details: From 1-(5-hydroxy-3-methyl-1-(3-trifluoromethylphenyl)-1H-pyrazol-4-yl)-ethanone and 4-methoxycarbonylbenzhydrazide, 59.9 mg of the desired product was obtained in the same manner as in Synthetic Example 4 as a yellow solid (yield 65%).